This data is from the Open Reaction Database (ORD), a public repository of structured organic reaction records. The task is: describe an organic reaction: reactants, conditions, products, and yield Starting materials: CCN(C(C)C)C(C)C, O=C(Cl)OCc1ccccc1, ClCCl, OCCNCC1CCC(F)(F)CC1. The product is O=C(OCc1ccccc1)N(CCO)CC1CCC(F)(F)CC1. RXN SMILES: [CH:25]([N:26]([CH2:27][CH3:28])[CH:29]([CH3:30])[CH3:31])([CH3:32])[CH3:33].[Cl:1][C:2](=[O:3])[O:4][CH2:5][c:6]1[cH:7][cH:8][cH:9][cH:10][cH:11]1.[Cl:34][CH2:35][Cl:36].[F:12][C:13]1([F:24])[CH2:14][CH2:15][CH:16]([CH2:19][NH:20][CH2:21][CH2:22][OH:23])[CH2:17][CH2:18]1>>[C:2](=[O:3])([O:4][CH2:5][c:6]1[cH:7][cH:8][cH:9][cH:10][cH:11]1)[N:20]([CH2:19][CH:16]1[CH2:15][CH2:14][C:13]([F:12])([F:24])[CH2:18][CH2:17]1)[CH2:21][CH2:22][OH:23]. Isolated yield 89.8%. The reactants are COC=1C=C(C=CC1)CC#N (3-methoxy-phenyl-acetonitrile), [H-].[Na+] (NaH), BrC1CCCC1 (bromocyclopentane). As a reaction SMILES: [CH3:1][O:2][C:3]1[CH:4]=[C:5]([CH2:9][C:10]#[N:11])[CH:6]=[CH:7][CH:8]=1.[H-].[Na+].Br[CH:15]1[CH2:19][CH2:18][CH2:17][CH2:16]1>CN(C=O)C>[CH:15]1([CH:9]([C:5]2[CH:6]=[CH:7][CH:8]=[C:3]([O:2][CH3:1])[CH:4]=2)[C:10]#[N:11])[CH2:19][CH2:18][CH2:17][CH2:16]1 |f:1.2|. The product is C1(CCCC1)C(C#N)C1=CC(=CC=C1)OC (Cyclopentyl-(3-methoxy-phenyl)-acetonitrile). Run in CN(C)C=O (DMF). Reported procedure: By working in a way similar to that described in example 16 but using 3-methoxy-phenyl-acetonitrile (4.4 g, 30 mmoles), anhydrous DMF (30 ml), NaH (55-65%, 1.44 g, 36.3 mmoles) and bromocyclopentane (5.4 g, 36.3 mmoles), 5.8 g of the title compound were obtained (yield: 90%).